Dataset: the Open Reaction Database (ORD), a public repository of structured organic reaction records. Task: describe an organic reaction: reactants, conditions, products, and yield The reactants are BrC1=CC=C(C=C1)S (4-bromothiophenol), ClC(=C)CCl (2,3-dichloro-1-propene), C([O-])([O-])=O.[K+].[K+] (potassium carbonate). The solvent is CC(=O)C (acetone). Reaction conditions: temperature 55 celsius, time 6 hour. Product: BrC=1C=CC2=C(C=C(S2)C)C1 (5-bromo-2-methylbenzothiophene). Yield: 98.0%. RXN SMILES: [Br:1][C:2]1[CH:7]=[CH:6][C:5]([SH:8])=[CH:4][CH:3]=1.Cl[C:10]([CH2:12]Cl)=[CH2:11].C(=O)([O-])[O-].[K+].[K+]>CC(C)=O>[Br:1][C:2]1[CH:7]=[CH:6][C:5]2[S:8][C:10]([CH3:12])=[CH:11][C:4]=2[CH:3]=1 |f:2.3.4|. Reported procedure: A mixture of 4-bromothiophenol (5.0 g, 26.4 mmol), 2,3-dichloro-1-propene (2.6 g, 23.8 mmol) and potassium carbonate (4.4 g, 31.7 mmol) in acetone (20 ml) was stirred at 55° C. for 6 hours. After cooling to room temperature, acetone was removed under vacuum and the residue was taken into water and extracted with ethyl acetate twice. The combined organic layers were washed with 1 M sodium hydroxide, water and brine, dried over anhydrous sodium sulfate, filtered and concentrated under vacuum. Diet... Starting materials: CC(C)(C)NO, CC(CC=O)c1ccccc1, c1ccccc1. Product: CC(CC=[N+]([O-])C(C)(C)C)c1ccccc1. RXN SMILES: [C:12]([CH3:13])([CH3:14])([CH3:15])[NH:16][OH:17].[c:1]1([CH:7]([CH2:8][CH:9]=[O:10])[CH3:11])[cH:2][cH:3][cH:4][cH:5][cH:6]1.[cH:18]1[cH:19][cH:20][cH:21][cH:22][cH:23]1>>[c:1]1([CH:7]([CH2:8][CH:9]=[N+:16]([C:12]([CH3:13])([CH3:14])[CH3:15])[O-:17])[CH3:11])[cH:2][cH:3][cH:4][cH:5][cH:6]1.